From a dataset of the Open Reaction Database (ORD), a public repository of structured organic reaction records. describe an organic reaction: reactants, conditions, products, and yield Reactants: CCO, O=C1c2ccccc2C(=O)N1CC1CN(c2ccc(I)c(F)c2)C(=O)O1, NN, O. The product is NCC1CN(c2ccc(I)c(F)c2)C(=O)O1. As a reaction SMILES: [CH3:30][CH2:31][OH:32].[F:1][c:2]1[cH:3][c:4]([N:9]2[C:10](=[O:26])[O:11][CH:12]([CH2:14][N:15]3[C:16](=[O:17])[c:18]4[c:19]([cH:20][cH:21][cH:22][cH:23]4)[C:24]3=[O:25])[CH2:13]2)[cH:5][cH:6][c:7]1[I:8].[NH2:28][NH2:29].[OH2:27]>>[F:1][c:2]1[cH:3][c:4]([N:9]2[C:10](=[O:26])[O:11][CH:12]([CH2:14][NH2:15])[CH2:13]2)[cH:5][cH:6][c:7]1[I:8]. The solvent is ClCCl (dichloromethane), CO (methanol). Yield: 74.0%. Product: C(C)(C)(C)OC(=O)N1CCC(CC1)OC1=CC=C(C=C1)N(C)C/C=C/C=1C=C(C#N)C=CC1 (3-[3-[N-[4-(1-t-Butoxycarbonylpiperidin-4-yloxy)phenyl]-N-methylamino]-1-(E)-propenyl]benzonitrile). Run at time 8 hour. Procedure: To a suspension of 3-[3-[N-[4-(1-t-butoxycarbonylpiperidin-4-yloxy)phenyl]amino]-1-(E)-propenyl]benzonitrile (1000 mg) and paraformaldehyde (138 mg) in dichloromethane (20 ml) were added acetic acid (0.26 ml) and sodium cyanoborohydride (144 mg) in an ice bath. The mixture was stirred at room temperature overnight and then methanol (20 ml) was added. The resulting mixture was stirred at 30° C. for 5 hours. The reaction mixture was partitioned between water and ethyl acetate. The extract was wash... The reactants are C(C)(=O)O (acetic acid), C(#N)[BH3-].[Na+] (sodium cyanoborohydride), C(C)(C)(C)OC(=O)N1CCC(CC1)OC1=CC=C(C=C1)NC/C=C/C=1C=C(C#N)C=CC1 (3-[3-[N-[4-(1-t-butoxycarbonylpiperidin-4-yloxy)phenyl]amino]-1-(E)-propenyl]benzonitrile), C=O (paraformaldehyde). RXN SMILES: [C:1]([O:5][C:6]([N:8]1[CH2:13][CH2:12][CH:11]([O:14][C:15]2[CH:20]=[CH:19][C:18]([NH:21][CH2:22]/[CH:23]=[CH:24]/[C:25]3[CH:26]=[C:27]([CH:30]=[CH:31][CH:32]=3)[C:28]#[N:29])=[CH:17][CH:16]=2)[CH2:10][CH2:9]1)=[O:7])([CH3:4])([CH3:3])[CH3:2].C=O.[C:35](O)(=O)C.C([BH3-])#N.[Na+]>ClCCl.CO>[C:1]([O:5][C:6]([N:8]1[CH2:13][CH2:12][CH:11]([O:14][C:15]2[CH:20]=[CH:19][C:18]([N:21]([CH2:22]/[CH:23]=[CH:24]/[C:25]3[CH:26]=[C:27]([CH:30]=[CH:31][CH:32]=3)[C:28]#[N:29])[CH3:35])=[CH:17][CH:16]=2)[CH2:10][CH2:9]1)=[O:7])([CH3:4])([CH3:2])[CH3:3] |f:3.4|. Reaction SMILES: [C:1]([OH:12])(=[O:11])[C:2]1[C:3](=[CH:7][CH:8]=[CH:9][CH:10]=1)C(N)=O.C[N:14](C)[CH:15]=[O:16].C([O-])(=O)C.C([O-])(=O)C.C([O-])(=O)C.C([O-])(=O)C.[Pb+4]>O>[C:2]12[C:3](=[CH:7][CH:8]=[CH:9][CH:10]=1)[NH:14][C:15](=[O:16])[O:12][C:1]2=[O:11] |f:2.3.4.5.6|. The reactants are C(C=1C(C(=O)N)=CC=CC1)(=O)O (phthalamic acid), CN(C=O)C (dimethylformamide), C(C)(=O)[O-].C(C)(=O)[O-].C(C)(=O)[O-].C(C)(=O)[O-].[Pb+4] (lead tetra-acetate). Procedure details: A 100 ml. flask was charged with 2.0 g. phthalamic acid suspended in 20 ml. dimethylformamide at room temperature. A 5.4 g. portion of lead tetra-acetate was added to the suspension, and the reaction mixture was held at room temperature for 40 minutes. The reaction mixture was poured into 30 ml. water. Isatoic anhydride was filtered from the water, recrystallized from dioxane, and dried in vacuo for 2 hours. The final yield of isatoic anhydride amounted to 1.07 g. tan solids, melting point 243°,... The product is C1=2C(=O)OC(NC1=CC=CC2)=O (Isatoic Anhydride). The solvent is O (water). Conditions: time 40 minute. The reactants are FC(C=1C=C(C=C(C1)C(F)(F)F)C=CC(=O)N[C@@H](CC1=CC=C(C=C1)OC)C(=O)OC)(F)F (Methyl N-{3-[3,5-Bis(trifluoromethyl)phenyl]acryloyl}-O4-Methyl-L-Tyrosinate), [OH-].[Na+] (sodium hydroxide). Solvent: CO (methanol). The product is FC(C=1C=C(C=C(C1)C(F)(F)F)C=CC(=O)N[C@@H](CC1=CC=C(C=C1)OC)C(=O)O)(F)F (N-{3-[3,5-Bis(trifluoromethyl)phenyl]acryloyl}-O4-Methyl-L-Tyrosine). Yield: 69.7%. Reaction SMILES: [F:1][C:2]([F:33])([F:32])[C:3]1[CH:4]=[C:5]([CH:13]=[CH:14][C:15]([NH:17][C@H:18]([C:28]([O:30]C)=[O:29])[CH2:19][C:20]2[CH:25]=[CH:24][C:23]([O:26][CH3:27])=[CH:22][CH:21]=2)=[O:16])[CH:6]=[C:7]([C:9]([F:12])([F:11])[F:10])[CH:8]=1.[OH-].[Na+]>CO>[F:1][C:2]([F:32])([F:33])[C:3]1[CH:4]=[C:5]([CH:13]=[CH:14][C:15]([NH:17][C@H:18]([C:28]([OH:30])=[O:29])[CH2:19][C:20]2[CH:25]=[CH:24][C:23]([O:26][CH3:27])=[CH:22][CH:21]=2)=[O:16])[CH:6]=[C:7]([C:9]([F:10])([F:11])[F:12])[CH:8]=1 |f:1.2|. Procedure: The same procedures as in Example 90 were carried out from the compound obtained in Example 49 (3.4 g), 1 mol/L of an aqueous sodium hydroxide solution (11 mL), and methanol (110 mL), to give the captioned compound (2.3 g, 71%) as crystals. Reactants: C(C1=CC=CC=C1)OC(=O)CON=C(C(=O)OC(C)(C)C)C(C)=O (tert-butyl 2-benzyloxycarbonylmethoxyimino-3-oxobutyrate), BrBr (bromine). Solvent: C(C)(=O)O (acetic acid). Run at time 30 minute. Yields the product C(C1=CC=CC=C1)OC(=O)CON=C(C(=O)O)C(CBr)=O (2-benzyloxycarbonylmethoxyimino-4-bromo-3-oxobutyric acid). Isolated yield 101.5%. As a reaction SMILES: [CH2:1]([O:8][C:9]([CH2:11][O:12][N:13]=[C:14]([C:22](=[O:24])[CH3:23])[C:15]([O:17]C(C)(C)C)=[O:16])=[O:10])[C:2]1[CH:7]=[CH:6][CH:5]=[CH:4][CH:3]=1.[Br:25]Br>C(O)(=O)C>[CH2:1]([O:8][C:9]([CH2:11][O:12][N:13]=[C:14]([C:22](=[O:24])[CH2:23][Br:25])[C:15]([OH:17])=[O:16])=[O:10])[C:2]1[CH:7]=[CH:6][CH:5]=[CH:4][CH:3]=1. Procedure details: To a solution of tert-butyl 2-benzyloxycarbonylmethoxyimino-3-oxobutyrate (32.3 g) in acetic acid (32 ml) was slowly added bromine (16 g) at 45° to 48° C. with stirring, and the stirring was continued at the same temperature for 30 minutes. After the reaction mixture was concentrated under reduced pressure, the residue was dissolved in ethyl acetate, followed by washing six times with a saturated aqueous sodium chloride. This solution was evaporated under reduced pressure to give 2-benzyloxycarb... The reactants are Cl.O1CCOCC1 (hydrochloric acid 1,4-dioxane), C(C)(C)(C)OC(=O)NCCOC1=NOC(=C1)C1=CC=CC=C1 (3-(2-(N-tert-butoxycarbonylamino)ethoxy)-5-phenylisoxazole). Reaction conditions: time 15 minute. Product: Cl.NCCOC1=NOC(=C1)C1=CC=CC=C1 (3-(2-Aminoethoxy)-5-phenylisoxazole hydrochloride). The yield is 99.0%. As a reaction SMILES: [ClH:1].O1CCOCC1.C(OC([NH:15][CH2:16][CH2:17][O:18][C:19]1[CH:23]=[C:22]([C:24]2[CH:29]=[CH:28][CH:27]=[CH:26][CH:25]=2)[O:21][N:20]=1)=O)(C)(C)C>>[ClH:1].[NH2:15][CH2:16][CH2:17][O:18][C:19]1[CH:23]=[C:22]([C:24]2[CH:29]=[CH:28][CH:27]=[CH:26][CH:25]=2)[O:21][N:20]=1 |f:0.1,3.4|. Procedure: A solution of 4N hydrochloric acid/1,4-dioxane (4.0 ml) was added to 3-(2-(N-tert-butoxycarbonylamino)ethoxy)-5-phenylisoxazole (0.50 g), and the mixture was stirred at room temperature for 15 minutes. The precipitate was separated from the mixture by filtration and washed with ethyl acetate to obtain the title compound (0.39 g, 99%) as colorless crystals. Reactants: IC=1C(=CC=C2C=C(C(OC12)C(F)(F)F)C(=O)OCC)OC (ethyl 8-iodo-7-methoxy-2-(trifluoromethyl)-2H-chromene-3-carboxylate), O.[OH-].[Li+] (lithium hydroxide hydrate). Run in O1CCCC1 (tetrahydrofuran), O (water). Yields the product IC=1C(=CC=C2C=C(C(OC12)C(F)(F)F)C(=O)O)OC (8-iodo-7-methoxy-2-(trifluoromethyl)-2H-chromene-3-carboxylic acid). Yield: 80.6%. As a reaction SMILES: [I:1][C:2]1[C:3]([O:21][CH3:22])=[CH:4][CH:5]=[C:6]2[C:11]=1[O:10][CH:9]([C:12]([F:15])([F:14])[F:13])[C:8]([C:16]([O:18]CC)=[O:17])=[CH:7]2.O.[OH-].[Li+]>O1CCCC1.O>[I:1][C:2]1[C:3]([O:21][CH3:22])=[CH:4][CH:5]=[C:6]2[C:11]=1[O:10][CH:9]([C:12]([F:15])([F:14])[F:13])[C:8]([C:16]([OH:18])=[O:17])=[CH:7]2 |f:1.2.3|. Procedure details: To the solution of 0.4 g (0.93 mmol) of ethyl 8-iodo-7-methoxy-2-(trifluoromethyl)-2H-chromene-3-carboxylate in 8 mL of tetrahydrofuran was added a solution of 155 mg (3.7 mmol) of lithium hydroxide hydrate (LiOH—H2O) in 15 mL of water. The resulting solution was heated to reflux for one h. After cooling to room temperature, the volatiles were removed, the residue was acidified at 0° C. to pH=1.5 with dilute hydrochloric acid. The product was extracted with ethyl ether. The combined organic extr... Product: ClC(C1=NSC(=N1)N1CCCC1)(Cl)Cl (3-Trichloromethyl-5-(1-Pyrrolidinyl)-1,2,4-Thiadiazole). Conditions: time 1 hour. As a reaction SMILES: [NH:1]1[CH2:5][CH2:4][CH2:3][CH2:2]1.[Cl:6][C:7]([Cl:15])([Cl:14])[C:8]1[N:12]=[C:11](Cl)[S:10][N:9]=1>CCOCC>[Cl:6][C:7]([Cl:15])([Cl:14])[C:8]1[N:12]=[C:11]([N:1]2[CH2:5][CH2:4][CH2:3][CH2:2]2)[S:10][N:9]=1. Procedure: To 14.2 grams (0.2 mole) pyrrolidine in 100 milliliters ether was added 23.8 grams (0.1 mole) 3-trichloromethyl-5-chloro-1,2,4-thiadiazole in 100 milliliters ether. The solution was refluxed with stirring for one hour after addition. Filtration to remove salt by-products yielded a clear filtrate which was concentrated on a steam bath to give 16.4 grams (60% molar yield) of white solid. Recrystallization from ligroin yielded a pure product (melting point 105.5°-107° C.). The structure was confirm... The reactants are N1CCCC1 (pyrrolidine), ClC(C1=NSC(=N1)Cl)(Cl)Cl (3-trichloromethyl-5-chloro-1,2,4-thiadiazole). The solvent is CCOCC (ether), CCOCC (ether). Starting materials: ClC1=NC2=CC=C(C=C2C(=C1)C1=CC(=CC=C1)Cl)C(O)(C1=CN=CN1C)C1=CC=C(C=C1)Cl ((±)-2-chloro-4-(3-chlorophenyl)-α-(4-chlorophenyl)-α-(1-methyl-1H-imidazol-5-yl)-6-quinolinemethanol), CCOC(=O)C (EtOAc), C(CCC)[Sn](C(=C)OCC)(CCCC)CCCC (tributyl (1-ethoxyethenyl)-stannane), ice water. Reagents/catalysts: C=1C=CC(=CC1)[P](C=2C=CC=CC2)(C=3C=CC=CC3)[Pd]([P](C=4C=CC=CC4)(C=5C=CC=CC5)C=6C=CC=CC6)([P](C=7C=CC=CC7)(C=8C=CC=CC8)C=9C=CC=CC9)[P](C=1C=CC=CC1)(C=1C=CC=CC1)C=1C=CC=CC1 (Pd(PPh3)4). The solvent is O1CCOCC1 (dioxane). Conditions: temperature 80 celsius, time 24 hour. The product is ClC=1C=C(C=CC1)C1=CC(=NC2=CC=C(C=C12)C(O)(C1=CN=CN1C)C1=CC=C(C=C1)Cl)C(=C)OCC ((±)-4-(3-chlorophenyl)-α-(4-chlorophenyl)-2-(1-ethoxyethenyl)-α-(1-methyl-1H-imidazol-5-yl)-6-quinolinemethanol). Isolated yield 117.4%. Reaction SMILES: Cl[C:2]1[CH:11]=[C:10]([C:12]2[CH:17]=[CH:16][CH:15]=[C:14]([Cl:18])[CH:13]=2)[C:9]2[C:4](=[CH:5][CH:6]=[C:7]([C:19]([C:27]3[CH:32]=[CH:31][C:30]([Cl:33])=[CH:29][CH:28]=3)([C:21]3[N:25]([CH3:26])[CH:24]=[N:23][CH:22]=3)[OH:20])[CH:8]=2)[N:3]=1.C([Sn](CCCC)(CCCC)[C:39]([O:41][CH2:42][CH3:43])=[CH2:40])CCC.CCOC(C)=O>O1CCOCC1.C1C=CC([P]([Pd]([P](C2C=CC=CC=2)(C2C=CC=CC=2)C2C=CC=CC=2)([P](C2C=CC=CC=2)(C2C=CC=CC=2)C2C=CC=CC=2)[P](C2C=CC=CC=2)(C2C=CC=CC=2)C2C=CC=CC=2)(C2C=CC=CC=2)C2C=CC=CC=2)=CC=1>[Cl:18][C:14]1[CH:13]=[C:12]([C:10]2[C:9]3[C:4](=[CH:5][CH:6]=[C:7]([C:19]([C:27]4[CH:32]=[CH:31][C:30]([Cl:33])=[CH:29][CH:28]=4)([C:21]4[N:25]([CH3:26])[CH:24]=[N:23][CH:22]=4)[OH:20])[CH:8]=3)[N:3]=[C:2]([C:39]([O:41][CH2:42][CH3:43])=[CH2:40])[CH:11]=2)[CH:17]=[CH:16][CH:15]=1 |^1:67,69,88,107|. Procedure details: A mixture of (±)-2-chloro-4-(3-chlorophenyl)-α-(4-chlorophenyl)-α-(1-methyl-1H-imidazol-5-yl)-6-quinolinemethanol (0.0061 mol), described in International Patent Specification WO 00/39082, tributyl (1-ethoxyethenyl)-stannane (0.0091 mol) and Pd(PPh3)4 (0.0007 mol) in dioxane(30 ml) was stirred at 80° C. for 24 hours, cooled and poured out into ice water. EtOAc was added and the mixture was filtered over celite. The organic layer was separated, dried, filtered and the solvent was evaporated, yiel... Reactants: C(C1=CC=CC=C1)ON1C(C(=NC2=CC(=C(C=C12)C(F)(F)F)N1C(=NC(=C1)C)C1=CC=CC=C1)NNC(CP(=O)(OCC)OCC)=O)=O (1-benzyloxy-3-[2-[(diethoxyphosphoryl)acetyl]hydrazino]-6-(4-methyl-2-phenyl-1H-imidazol-1-yl)-7-trifluoromethylquinoxalin-2(1H)-one). Reagents/catalysts: [Pd] (palladium on carbon). Run in C(C)O (ethanol). Run at time 9 hour. The product is C(C)OP(=O)(OCC)CC(=O)NNC=1C(N(C2=CC(=C(C=C2N1)N1C(=NC(=C1)C)C1=CC=CC=C1)C(F)(F)F)O)=O (3-[2-[(Diethoxyphosphoryl)acetyl]hydrazino]-1-hydroxy-6-(4-methyl-2-phenyl-1H-imidazol-1-yl)-7-trifluoromethylquinoxalin-2(1H)-one). The yield is 97.7%. As a reaction SMILES: C([O:8][N:9]1[C:18]2[C:13](=[CH:14][C:15]([N:23]3[CH:27]=[C:26]([CH3:28])[N:25]=[C:24]3[C:29]3[CH:34]=[CH:33][CH:32]=[CH:31][CH:30]=3)=[C:16]([C:19]([F:22])([F:21])[F:20])[CH:17]=2)[N:12]=[C:11]([NH:35][NH:36][C:37](=[O:47])[CH2:38][P:39]([O:44][CH2:45][CH3:46])([O:41][CH2:42][CH3:43])=[O:40])[C:10]1=[O:48])C1C=CC=CC=1>[Pd].C(O)C>[CH2:45]([O:44][P:39]([CH2:38][C:37]([NH:36][NH:35][C:11]1[C:10](=[O:48])[N:9]([OH:8])[C:18]2[C:13]([N:12]=1)=[CH:14][C:15]([N:23]1[CH:27]=[C:26]([CH3:28])[N:25]=[C:24]1[C:29]1[CH:34]=[CH:33][CH:32]=[CH:31][CH:30]=1)=[C:16]([C:19]([F:21])([F:22])[F:20])[CH:17]=2)=[O:47])([O:41][CH2:42][CH3:43])=[O:40])[CH3:46]. Procedure details: A suspension of 1-benzyloxy-3-[2-[(diethoxyphosphoryl)acetyl]hydrazino]-6-(4-methyl-2-phenyl-1H-imidazol-1-yl)-7-trifluoromethylquinoxalin-2(1H)-one (1.8 g, 2.6 mmol) and 50 mg of 5% palladium on carbon in 50 ml of ethanol was hydrogenated at room temperature and atmospheric pressure for 9 h. The catalyst was removed by filtration, the filtrate evaporated to dryness in vacuo and the residue finally triturated with ether to give 1.51 g (97%) of the title compound. M.p.>177° C. decomp. 1H-NMR (DMS...